From a dataset of the Open Reaction Database (ORD), a public repository of structured organic reaction records. describe an organic reaction: reactants, conditions, products, and yield RXN SMILES: COc1ccc(N)cn1.O=C(O)c1cccc(-c2ccccc2)c1.[B-](F)(F)(F)F.CN(C)C(=[N+](C)C)ON1C(=O)C2=CC=CC=C2N=N1.CCN(C(C)C)C(C)C.CN(C)C=O>>COc1ccc(NC(=O)c2cccc(-c3ccccc3)c2)cn1. The yield is 87.3%. The solvent is CN(C)C=O (DMF), CN(C)C=O (DMF), CN(C)C=O (DMF), CN(C)C=O (DMF), CN(C)C=O (DMF), CN(C)C=O (DMF). Conditions: temperature 25 celsius, time 2 hour. Yields the product COc1ccc(NC(=O)c2cccc(-c3ccccc3)c2)cn1. Reagents/catalysts: [B-](F)(F)(F)F.CN(C)C(=[N+](C)C)ON1C(=O)C2=CC=CC=C2N=N1 (TDBTU), CCN(C(C)C)C(C)C (DIPEA). Reactants: O=C(O)c1cccc(-c2ccccc2)c1, COc1ccc(N)cn1.